This data is from the Open Reaction Database (ORD), a public repository of structured organic reaction records. The task is: describe an organic reaction: reactants, conditions, products, and yield Starting materials: CC(=O)C(C)c1cccc(Br)c1, ClCCl, CCCC[N+](CCCC)(CCCC)CCCC, CCOC(C)=O, ClCc1ccc(Cl)cc1, [Cs+], [I-], [OH-], O, O. Product: CC(=O)C(C)(Cc1ccc(Cl)cc1)c1cccc(Br)c1. Reaction SMILES: [Br:1][c:2]1[cH:3][c:4]([CH:8]([C:9]([CH3:10])=[O:11])[CH3:12])[cH:5][cH:6][cH:7]1.[CH2:31]([Cl:32])[Cl:33].[CH2:35]([N+:36]([CH2:37][CH2:38][CH2:39][CH3:40])([CH2:41][CH2:42][CH2:43][CH3:44])[CH2:45][CH2:46][CH2:47][CH3:48])[CH2:49][CH2:50][CH3:51].[CH3:25][CH2:26][O:27][C:28](=[O:29])[CH3:30].[Cl:13][c:14]1[cH:15][cH:16][c:17]([CH2:18][Cl:19])[cH:20][cH:21]1.[Cs+:24].[I-:34].[OH-:23].[OH2:22].[OH2:52]>>[Br:1][c:2]1[cH:3][c:4]([C:8]([C:9]([CH3:10])=[O:11])([CH3:12])[CH2:18][c:17]2[cH:16][cH:15][c:14]([Cl:13])[cH:21][cH:20]2)[cH:5][cH:6][cH:7]1. The product is Nc1c([N+](=O)[O-])cc(Br)c(F)c1C1CCCO1. Starting materials: O=C(Nc1c([N+](=O)[O-])cc(Br)c(F)c1C1CCCO1)C(F)(F)F, C1COCCO1, CCOC(C)=O, [Na+], O=C([O-])O, O=S(=O)(O)O. As a reaction SMILES: [Br:1][c:2]1[c:3]([F:23])[c:4]([CH:18]2[O:19][CH2:20][CH2:21][CH2:22]2)[c:5]([NH:11][C:12](=[O:13])[C:14]([F:15])([F:16])[F:17])[c:6]([N+:8](=[O:9])[O-:10])[cH:7]1.[CH2:24]1[O:25][CH2:26][CH2:27][O:28][CH2:29]1.[CH3:40][CH2:41][O:42][C:43]([CH3:44])=[O:45].[Na+:39].[O-:35][C:36]([OH:37])=[O:38].[S:30](=[O:31])(=[O:32])([OH:33])[OH:34]>>[Br:1][c:2]1[c:3]([F:23])[c:4]([CH:18]2[O:19][CH2:20][CH2:21][CH2:22]2)[c:5]([NH2:11])[c:6]([N+:8](=[O:9])[O-:10])[cH:7]1. The reactants are C([O-])([O-])=O.[K+].[K+] (potassium carbonate), C(C)(=O)OCC.CCCCCC (ethyl acetate hexane), OC=1C=C2C=NC=NC2=CC1 (6-Hydroxyquinazoline), BrC(C(=O)NC(C#CC)(C)C)CC (2-bromo-N-(4-methylpent-2-yn-4-yl) butyramide). The solvent is CN(C=O)C (N,N-dimethylformamide), O (water). Run at temperature 80 celsius, time 18 hour. The product is N1=CN=CC2=CC(=CC=C12)OC(C(=O)NC(C#CC)(C)C)CC (2-(6-quinazolinoxy)-N-(4-methylpent-2-yn-4-yl) butyramide). Isolated yield 93.9%. RXN SMILES: [OH:1][C:2]1[CH:3]=[C:4]2[C:9](=[CH:10][CH:11]=1)[N:8]=[CH:7][N:6]=[CH:5]2.Br[CH:13]([CH2:23][CH3:24])[C:14]([NH:16][C:17]([CH3:22])([CH3:21])[C:18]#[C:19][CH3:20])=[O:15].C(=O)([O-])[O-].[K+].[K+].C(OCC)(=O)C.CCCCCC>CN(C)C=O.O>[N:8]1[C:9]2[C:4](=[CH:3][C:2]([O:1][CH:13]([CH2:23][CH3:24])[C:14]([NH:16][C:17]([CH3:22])([CH3:21])[C:18]#[C:19][CH3:20])=[O:15])=[CH:11][CH:10]=2)[CH:5]=[N:6][CH:7]=1 |f:2.3.4,5.6|. Procedure: 6-Hydroxyquinazoline (0.060 g, prepared as described in J. Chem. Soc. (1952), 4985) and 2-bromo-N-(4-methylpent-2-yn-4-yl) butyramide (0.101 g) were dissolved in dry N,N-dimethylformamide (2 ml) containing anhydrous potassium carbonate (0.088 g). The mixture was stirred and heated to 80° C. for 5 hours then allowed to cool to ambient temperature and stored for 18 hours. The brown suspension was diluted with water, extracted into ethyl acetate and the organic phase separated, washed with water, d... The reactants are C(CCC)[Sn](C#CC1=CC=CC=C1)(CCCC)CCCC (tri-n-butyl-phenylethynyl-stannane), FC(C=1C=C(CN=[N+]=[N-])C=C(C1)C(F)(F)F)(F)F (3,5-bis-trifluoromethyl-benzyl azide). Solvent: C1(=CC=CC=C1)C (toluene). Yields the product FC(C=1C=C(CN2N=NC(=C2C2=CC=CC=C2)[Sn](CCCC)(CCCC)CCCC)C=C(C1)C(F)(F)F)(F)F (1-(3,5-bis-trifluoromethyl-benzyl)-4-(tri-n-butylstannanyl)-5-phenyl-1H-[1,2,3]triazole). The yield is 88.0%. As a reaction SMILES: [CH2:1]([Sn:5]([CH2:18][CH2:19][CH2:20][CH3:21])([CH2:14][CH2:15][CH2:16][CH3:17])[C:6]#[C:7][C:8]1[CH:13]=[CH:12][CH:11]=[CH:10][CH:9]=1)[CH2:2][CH2:3][CH3:4].[F:22][C:23]([F:39])([F:38])[C:24]1[CH:25]=[C:26]([CH:31]=[C:32]([C:34]([F:37])([F:36])[F:35])[CH:33]=1)[CH2:27][N:28]=[N+:29]=[N-:30]>C1(C)C=CC=CC=1>[F:22][C:23]([F:38])([F:39])[C:24]1[CH:25]=[C:26]([CH:31]=[C:32]([C:34]([F:37])([F:35])[F:36])[CH:33]=1)[CH2:27][N:28]1[C:7]([C:8]2[CH:9]=[CH:10][CH:11]=[CH:12][CH:13]=2)=[C:6]([Sn:5]([CH2:1][CH2:2][CH2:3][CH3:4])([CH2:14][CH2:15][CH2:16][CH3:17])[CH2:18][CH2:19][CH2:20][CH3:21])[N:30]=[N:29]1. Procedure details: Heat a mixture of tri-n-butyl-phenylethynyl-stannane (11.0 g, 30.0 mmol) and 3,5-bis-trifluoromethyl-benzyl azide (9.68 g, 36.0 mmol) in toluene (40 mL) at reflux until reaction is complete. Concentrate to remove the solvent in vacuo and purify the residue by flash chromatography on silica gel (elution with 17% ether in hexanes) to give the title compound (17.5 g, 26.4 mmol, 88%). MS (ES) 660.1, 662.1 (M+1); LC Rf=0.1 (17% ether in hexanes). Reactants: C(CC)N(C1CC2=C(N=CS2)CC1)CC1=CC=C(C(=O)Cl)C=C1 (4-{[Propyl-(4,5,6,7-tetrahydro-benzothiazol-6-yl)-amino]-methyl}-benzoyl chloride), OCCCCNC(C1=CC=CC=C1)=O (N-(4-hydroxy-butyl)-benzamide). The product is C(CC)N(C(C1=CC=C(C=C1)CN(C1CC2=C(N=CS2)CC1)CCC)=O)C1CC2=C(N=CS2)CC1 (N-Propyl-4-{[propyl-(4,5,6,7-tetrahydrobenzothiazol-6-yl)amino]methyl}-N-(4,5,6,7-tetrahydrobenzothiazol-6-yl)benzamide). Yield: 74.0%. Reaction SMILES: [CH2:1]([N:4]([CH2:14][C:15]1[CH:23]=[CH:22][C:18]([C:19](Cl)=[O:20])=[CH:17][CH:16]=1)[CH:5]1[CH2:13][CH2:12][C:8]2[N:9]=[CH:10][S:11][C:7]=2[CH2:6]1)[CH2:2][CH3:3].OCCCCNC(=O)[C:31]1[CH:36]=[CH:35][CH:34]=[CH:33][CH:32]=1>>[CH2:1]([N:4]([CH:31]1[CH2:32][CH2:33][C:34]2[N:9]=[CH:10][S:11][C:35]=2[CH2:36]1)[C:19](=[O:20])[C:18]1[CH:22]=[CH:23][C:15]([CH2:14][N:4]([CH2:1][CH2:2][CH3:3])[CH:5]2[CH2:13][CH2:12][C:8]3[N:9]=[CH:10][S:11][C:7]=3[CH2:6]2)=[CH:16][CH:17]=1)[CH2:2][CH3:3]. Procedure details: Compound 42 is prepared from 42C and IC-CORRECT? as described for 1D.